From a dataset of the Open Reaction Database (ORD), a public repository of structured organic reaction records. describe an organic reaction: reactants, conditions, products, and yield Procedure details: To a solution of 4-chloro-2-iodobenzoic acid (10 g, 35.4 mmol) in dry dichloromethane (100 mL) was added DMF (4 drops) followed by addition of oxalyl chloride (4.65 mL, 53.1 mmol) drop wise at room temperature. The reaction mixture was stirred for 4 h then the solvent and excess reagents were evaporated by rotovap. The residue was dissolved in dry dichloromethane (80 mL), added a solution of 2-amino-2-methyl-1-propanol (7.9 g, 8.5 mL, 88.5 mmol) in dichloromethane (20 mL), and stirred at room te... The yield is 88.4%. RXN SMILES: [Cl:1][C:2]1[CH:10]=[CH:9][C:5]([C:6]([OH:8])=O)=[C:4]([I:11])[CH:3]=1.C(Cl)(=O)C(Cl)=O.[NH2:18][C:19]([CH3:23])([CH3:22])[CH2:20]O.S(Cl)(Cl)=O.C([O-])(O)=O.[Na+]>ClCCl.CN(C=O)C.C(OCC)(=O)C>[Cl:1][C:2]1[CH:10]=[CH:9][C:5]([C:6]2[O:8][CH2:20][C:19]([CH3:23])([CH3:22])[N:18]=2)=[C:4]([I:11])[CH:3]=1 |f:4.5|. Product: ClC1=CC(=C(C=C1)C=1OCC(N1)(C)C)I (2-(4-Chloro-2-iodophenyl)-4,4-dimethyl-4,5-dihydrooxazole). The solvent is C(C)(=O)OCC (ethyl acetate), ClCCl (dichloromethane), ClCCl (dichloromethane). Conditions: temperature 0 celsius, time 4 hour. Reagents/catalysts: CN(C)C=O (DMF). The reactants are S(=O)(Cl)Cl (Thionyl chloride), NC(CO)(C)C (2-amino-2-methyl-1-propanol), C(C(=O)Cl)(=O)Cl (oxalyl chloride), ClC1=CC(=C(C(=O)O)C=C1)I (4-chloro-2-iodobenzoic acid), C(=O)(O)[O-].[Na+] (NaHCO3). The reactants are Cl (HCl), COC([C@H](CNC(=O)C=1SC=CC1)NC(=O)C=1SC(=CC1C(C)C)C(NCC1=C2C=NNC2=CC=C1)=O)=O ((S)-2-({5-[(1H-Indazol-4-ylmethyl)-carbamoyl]-3-isopropyl-thiophene-2-carbonyl}-amino)-3-[(thiophene-2-carbonyl)-amino]-propionic acid methyl ester), O.[OH-].[Li+] (lithium hydroxide monohydrate). Solvent: C1CCOC1 (THF), O (water). Conditions: time 2 day. The product is N1N=CC2=C(C=CC=C12)CNC(=O)C1=CC(=C(S1)C(=O)N[C@H](C(=O)O)CNC(=O)C=1SC=CC1)C(C)C ((S)-2-([5-[(1H-Indazol-4-ylmethyl)-carbamoyl]-3-isopropyl-thiophene-2-carbonyl]-amino)-3-[(thiophene-2-carbonyl)-amino]-propionic acid). RXN SMILES: C[O:2][C:3](=[O:38])[C@@H:4]([NH:14][C:15]([C:17]1[S:18][C:19]([C:25](=[O:37])[NH:26][CH2:27][C:28]2[CH:36]=[CH:35][CH:34]=[C:33]3[C:29]=2[CH:30]=[N:31][NH:32]3)=[CH:20][C:21]=1[CH:22]([CH3:24])[CH3:23])=[O:16])[CH2:5][NH:6][C:7]([C:9]1[S:10][CH:11]=[CH:12][CH:13]=1)=[O:8].O.[OH-].[Li+].Cl>C1COCC1.O>[NH:32]1[C:33]2[C:29](=[C:28]([CH2:27][NH:26][C:25]([C:19]3[S:18][C:17]([C:15]([NH:14][C@@H:4]([CH2:5][NH:6][C:7]([C:9]4[S:10][CH:11]=[CH:12][CH:13]=4)=[O:8])[C:3]([OH:38])=[O:2])=[O:16])=[C:21]([CH:22]([CH3:24])[CH3:23])[CH:20]=3)=[O:37])[CH:36]=[CH:35][CH:34]=2)[CH:30]=[N:31]1 |f:1.2.3|. Reported procedure: To a solution of (S)-2-({5-[(1H-Indazol-4-ylmethyl)-carbamoyl]-3-isopropyl-thiophene-2-carbonyl}-amino)-3-[(thiophene-2-carbonyl)-amino]-propionic acid methyl ester (109.6 mg, 0.020 mmol) in THF (4 mL) was added a solution of lithium hydroxide monohydrate (84 mg, 2.0 mmol) in water (6 mL). The mixture was then stirred at room temperature 2 d. The mixture was then acidified with 1N HCl and extracted with EtOAc (×3). The extracts were combined, washed with water and brine, dried over sodium sulfat...